Task: describe an organic reaction: reactants, conditions, products, and yield. Dataset: the Open Reaction Database (ORD), a public repository of structured organic reaction records The reactants are COc1ccc2c(c1)C(=O)NCCC2, [H-], [Na+], CN(C)C=O. Product: COc1ccc2c(c1)C(=O)N(C)CCC2. As a reaction SMILES: [CH3:1][O:2][c:3]1[cH:4][cH:5][c:6]2[c:7]([cH:14]1)[C:8](=[O:13])[NH:9][CH2:10][CH2:11][CH2:12]2.[H-:16].[Na+:15].[O:17]=[CH:18][N:19]([CH3:20])[CH3:21]>>[CH3:1][O:2][c:3]1[cH:4][cH:5][c:6]2[c:7]([cH:14]1)[C:8](=[O:13])[N:9]([CH3:18])[CH2:10][CH2:11][CH2:12]2. Starting materials: OC=1C(=C(C=C(C1)OC)CC(=O)O)CCC (2-(3-Hydroxy-5-methoxy-2-propylphenyl)acetic acid), S(O)(O)(=O)=O (sulfuric acid), CO (methanol). The product is OC=1C(=C(C=C(C1)OC)CC(=O)OC)CCC (methyl 2-(3-hydroxy-5-methoxy-2-propylphenyl)acetate). RXN SMILES: [OH:1][C:2]1[C:3]([CH2:14][CH2:15][CH3:16])=[C:4]([CH2:10][C:11]([OH:13])=[O:12])[CH:5]=[C:6]([O:8][CH3:9])[CH:7]=1.S(=O)(=O)(O)O.[CH3:22]O>>[OH:1][C:2]1[C:3]([CH2:14][CH2:15][CH3:16])=[C:4]([CH2:10][C:11]([O:13][CH3:22])=[O:12])[CH:5]=[C:6]([O:8][CH3:9])[CH:7]=1. Procedure details: 2-(3-Hydroxy-5-methoxy-2-propylphenyl)acetic acid is refluxed in methanol in the presence of sulfuric acid, to give methyl 2-(3-hydroxy-5-methoxy-2-propylphenyl)acetate. The reactants are COC=1C=C(C=CC1)S(=O)(=O)Cl (3-Methoxybenzenesulfonyl chloride), NC1=CC=2C(C3=CC(=CC=C3C2C=C1)N)=O (2,7-Diamino-9H-fluoren-9-one). The solvent is C1CCOC1 (THF), C1CCOC1 (THF), N1=CC=CC=C1 (pyridine). Reaction conditions: time 30 minute. Yields the product COC=1C=C(C=CC1)S(=O)(=O)NC1=CC=2C(C3=CC(=CC=C3C2C=C1)NS(=O)(=O)C1=CC(=CC=C1)OC)=O (3-Methoxy-N-(7-{[(3-methoxyphenyl)sulfonyl]amino}-9-oxo-9H-fluoren-2-yl)benzenesulfonamide). Isolated yield 55.4%. Reaction SMILES: [CH3:1][O:2][C:3]1[CH:4]=[C:5]([S:9](Cl)(=[O:11])=[O:10])[CH:6]=[CH:7][CH:8]=1.[NH2:13][C:14]1[CH:26]=[CH:25][C:24]2[C:23]3[C:18](=[CH:19][C:20]([NH2:27])=[CH:21][CH:22]=3)[C:17](=[O:28])[C:16]=2[CH:15]=1>C1COCC1.N1C=CC=CC=1>[CH3:1][O:2][C:3]1[CH:4]=[C:5]([S:9]([NH:13][C:14]2[CH:26]=[CH:25][C:24]3[C:23]4[C:18](=[CH:19][C:20]([NH:27][S:9]([C:5]5[CH:6]=[CH:7][CH:8]=[C:3]([O:2][CH3:1])[CH:4]=5)(=[O:11])=[O:10])=[CH:21][CH:22]=4)[C:17](=[O:28])[C:16]=3[CH:15]=2)(=[O:11])=[O:10])[CH:6]=[CH:7][CH:8]=1. Reported procedure: 3-Methoxybenzenesulfonyl chloride (4.75 g, 23.0 mmol) in THF (40 mL) was treated with the product from Example 16A (5.05 g, 24 mmol) in THF (60 mL) and pyridine (60 mL) over 10 minutes. After an additional 30 minutes, the mixture was quenched with a mixture of 1.0M (pH 6) aqueous potassium phosphate buffer (30 mL) and brine (20 mL). The aqueous phase was separated and extracted with diethyl ether. The organic phases were combined, washed 1.0M (pH 6) aqueous potassium phosphate buffer (10 mL) and... Reactants: N1C=C(C=C1)C(C(=O)OC)=O (methyl pyrrol-3-yloxoacetate), CC(C)([O-])C.[K+] (potassium tert-butoxide), IC (iodomethane). The reagents and catalysts are C1COCCOCCOCCOCCOCCO1 (18-crown-6). Run in C1CCOC1 (THF), CCOCC (ether), CCOCC (ether). Reaction conditions: time 30 minute. Yields the product CN1C=C(C=C1)C(C(=O)OC)=O (methyl N-methylpyrrol-3-yloxoacetate). The yield is 70.8%. RXN SMILES: [NH:1]1[CH:5]=[CH:4][C:3]([C:6](=[O:11])[C:7]([O:9][CH3:10])=[O:8])=[CH:2]1.[CH3:12]C(C)([O-])C.[K+].IC>C1COCC1.CCOCC.C1OCCOCCOCCOCCOCCOC1>[CH3:12][N:1]1[CH:5]=[CH:4][C:3]([C:6](=[O:11])[C:7]([O:9][CH3:10])=[O:8])=[CH:2]1 |f:1.2|. Reported procedure: A solution of methyl pyrrol-3-yloxoacetate (3.3 g, 22 mol) in THF (70 ml) was added at room temperature to a stirred suspension of potassium tert-butoxide (2.7 g, 24 mmol) and 18-crown-6 (0.1 g, 0.39 mmol) in ether (250 ml). The reaction mixture was stirred for 30 minutes then iodomethane (1.6 ml, 26 mmol) in ether (50 ml) was added dropwise. The reaction mixture was stirred for 16 hours then filtered through hyflo supercell and washed with brine, dried and concentrated to give methyl N-methylpy... The reactants are O=C([O-])[O-], c1ccc(COCC2CO2)cc1, CCO, [K+], [K+], O=C1NC(=O)c2ccccc21. The product is O=C1c2ccccc2C(=O)N1CC(O)COCc1ccccc1. RXN SMILES: [C:24](=[O:25])([O-:26])[O-:27].[CH2:1]([c:2]1[cH:3][cH:4][cH:5][cH:6][cH:7]1)[O:8][CH2:9][CH:10]1[CH2:11][O:12]1.[CH3:30][CH2:31][OH:32].[K+:28].[K+:29].[O:13]=[C:14]1[NH:15][C:16](=[O:17])[c:18]2[cH:19][cH:20][cH:21][cH:22][c:23]21>>[CH2:1]([c:2]1[cH:3][cH:4][cH:5][cH:6][cH:7]1)[O:8][CH2:9][CH:10]([CH2:11][N:15]1[C:14](=[O:13])[c:23]2[c:18]([cH:19][cH:20][cH:21][cH:22]2)[C:16]1=[O:17])[OH:12]. Starting materials: C(C)(=O)OCC (ethyl acetate), NC=1C(=NC(=CC1)C(F)(F)F)Cl (3-amino-2-chloro-6-trifluoromethyl-pyridine), C(C)(C)(C)OC(=O)N1CCC(=CC1)B1OC(C(O1)(C)C)(C)C (4-(4,4,5,5-tetramethyl-[1,3,2]dioxaborolan-2-yl)-3,6-dihydro-2H-pyridine-1-carboxylic acid tert-butyl ester), tetrakis(triphenyl-phosphine)palladium, P(=O)([O-])([O-])[O-].[K+].[K+].[K+] (potassium phosphate). Run in COCCOC (1,2-dimethoxyethane). Run at temperature 80 celsius, time 3 hour. Product: C(C)(C)(C)OC(=O)N1CCC(=CC1)C1=NC(=CC=C1N)C(F)(F)F (3-amino-6-trifluoromethyl-3′,6′-dihydro-2′H-[2,4′]bipyridinyl-1′-carboxylic acid tert-butyl ester). Yield: 96.5%. As a reaction SMILES: [NH2:1][C:2]1[C:3](Cl)=[N:4][C:5]([C:8]([F:11])([F:10])[F:9])=[CH:6][CH:7]=1.[C:13]([O:17][C:18]([N:20]1[CH2:25][CH:24]=[C:23](B2OC(C)(C)C(C)(C)O2)[CH2:22][CH2:21]1)=[O:19])([CH3:16])([CH3:15])[CH3:14].P([O-])([O-])([O-])=O.[K+].[K+].[K+].C(OCC)(=O)C>COCCOC>[C:13]([O:17][C:18]([N:20]1[CH2:21][CH:22]=[C:23]([C:3]2[C:2]([NH2:1])=[CH:7][CH:6]=[C:5]([C:8]([F:11])([F:10])[F:9])[N:4]=2)[CH2:24][CH2:25]1)=[O:19])([CH3:16])([CH3:14])[CH3:15] |f:2.3.4.5|. Procedure: A solution of 3-amino-2-chloro-6-trifluoromethyl-pyridine (0.890 g), 4-(4,4,5,5-tetramethyl-[1,3,2]dioxaborolan-2-yl)-3,6-dihydro-2H-pyridine-1-carboxylic acid tert-butyl ester (1.4 g) (prepared as described in WO 2006/003494) and tetrakis(triphenyl-phosphine)palladium (0.200 g) in 1,2-dimethoxyethane (45 ml) was treated with aqueous potassium phosphate (1.1 M) (1.92 g). The reaction mixture was stirred at 80° C. for 3 hours. Aqueous workup with ethyl acetate furnished a residue which was purifi...